This data is from the Open Reaction Database (ORD), a public repository of structured organic reaction records. The task is: describe an organic reaction: reactants, conditions, products, and yield Procedure: This compound was prepared in analogy to example 35, intermediate c) from (4R,9aR)-6-cyclopropylmethoxymethyl-4-methyl-3,4,9,9a-tetrahydro-1H-2,4a,5-triaza-fluorene-2,7-dicarboxylic acid 2-tert-butyl ester 7-methyl ester and diisobutylaluminium hydride. As a reaction SMILES: CCOC(C1N(C(OC(C)(C)C)=O)C2=NC=C(OC(=O)C3C=CC=CC=3)C=C2C=1)=O.C[O:32][C:33]([C:35]1[CH:47]=[C:46]2[C:38]([N:39]3[C@H:44]([CH2:45]2)[CH2:43][N:42]([C:48]([O:50][C:51]([CH3:54])([CH3:53])[CH3:52])=[O:49])[CH2:41][C@H:40]3[CH3:55])=[N:37][C:36]=1[CH2:56][O:57][CH2:58][CH:59]1[CH2:61][CH2:60]1)=O.[H-].C([Al+]CC(C)C)C(C)C>>[C:51]([O:50][C:48]([N:42]1[CH2:41][C@@H:40]([CH3:55])[N:39]2[C@H:44]([CH2:45][C:46]3[C:38]2=[N:37][C:36]([CH2:56][O:57][CH2:58][CH:59]2[CH2:60][CH2:61]2)=[C:35]([CH2:33][OH:32])[CH:47]=3)[CH2:43]1)=[O:49])([CH3:52])([CH3:53])[CH3:54] |f:2.3|. The reactants are CCOC(=O)C1=CC=2C(=NC=C(C2)OC(C2=CC=CC=C2)=O)N1C(=O)OC(C)(C)C (5-benzoyloxy-pyrrolo[2,3-b]pyridine-1,2-dicarboxylic acid 1-tert-butyl ester 2-ethyl ester), COC(=O)C1=C(N=C2N3[C@@H](CN(C[C@H]3CC2=C1)C(=O)OC(C)(C)C)C)COCC1CC1 ((4R,9aR)-6-cyclopropylmethoxymethyl-4-methyl-3,4,9,9a-tetrahydro-1H-2,4a,5-triaza-fluorene-2,7-dicarboxylic acid 2-tert-butyl ester 7-methyl ester), [H-].C(C(C)C)[Al+]CC(C)C (diisobutylaluminium hydride). Product: C(C)(C)(C)OC(=O)N1C[C@H]2CC3=CC(=C(N=C3N2[C@@H](C1)C)COCC1CC1)CO ((4R,9aR)-6-Cyclopropylmethoxymethyl-7-hydroxymethyl-4-methyl-3,4,9,9a-tetrahydro-1H-2,4a,5-triaza-fluorene-2-carboxylic acid tert-butyl ester). Reactants: NC1=NC(c2ccc(F)c(Br)c2)(c2ccncc2F)c2ccccc21, CC1(C)OB(c2cncc(F)c2)OC1(C)C. Product: NC1=NC(c2ccc(F)c(-c3cncc(F)c3)c2)(c2ccncc2F)c2ccccc21. RXN SMILES: [Br:1][c:2]1[cH:3][c:4]([C:9]2([c:19]3[c:20]([F:25])[cH:21][n:22][cH:23][cH:24]3)[N:10]=[C:11]([NH2:18])[c:12]3[cH:13][cH:14][cH:15][cH:16][c:17]32)[cH:5][cH:6][c:7]1[F:8].[F:26][c:27]1[cH:28][n:29][cH:30][c:31]([B:33]2[O:34][C:35]([CH3:36])([CH3:37])[C:38]([CH3:39])([CH3:40])[O:41]2)[cH:32]1>>[c:2]1(-[c:31]2[cH:30][n:29][cH:28][c:27]([F:26])[cH:32]2)[cH:3][c:4]([C:9]2([c:19]3[c:20]([F:25])[cH:21][n:22][cH:23][cH:24]3)[N:10]=[C:11]([NH2:18])[c:12]3[cH:13][cH:14][cH:15][cH:16][c:17]32)[cH:5][cH:6][c:7]1[F:8]. Starting materials: CC(C)(C)[O-], COc1ncccc1CN1CCC(C=O)CC1, CCOP(=O)(Cc1ccccc1OC1CCCC1)OCC, [K+], C1CCOC1, O. Yields the product COc1ncccc1CN1CCC(C=Cc2ccccc2OC2CCCC2)CC1. As a reaction SMILES: [CH3:22][C:23]([CH3:24])([O-:25])[CH3:26].[CH3:28][O:29][c:30]1[n:31][cH:32][cH:33][cH:34][c:35]1[CH2:36][N:37]1[CH2:38][CH2:39][CH:40]([CH:43]=[O:44])[CH2:41][CH2:42]1.[CH:1]1([O:6][c:7]2[c:8]([CH2:9][P:10](=[O:11])([O:12][CH2:13][CH3:14])[O:15][CH2:16][CH3:17])[cH:18][cH:19][cH:20][cH:21]2)[CH2:2][CH2:3][CH2:4][CH2:5]1.[K+:27].[O:46]1[CH2:47][CH2:48][CH2:49][CH2:50]1.[OH2:45]>>[CH:1]1([O:6][c:7]2[c:8]([CH:9]=[CH:43][CH:40]3[CH2:39][CH2:38][N:37]([CH2:36][c:35]4[c:30]([O:29][CH3:28])[n:31][cH:32][cH:33][cH:34]4)[CH2:42][CH2:41]3)[cH:18][cH:19][cH:20][cH:21]2)[CH2:2][CH2:3][CH2:4][CH2:5]1.